Dataset: the Open Reaction Database (ORD), a public repository of structured organic reaction records. Task: describe an organic reaction: reactants, conditions, products, and yield Reactants: CC(=O)Oc1cccc(C(=O)O)c1C, CN(C)C=O, COC(C)(C)C, O=S(Cl)Cl. Yields the product CC(=O)Oc1cccc(C(=O)Cl)c1C. Reaction SMILES: [C:1]([CH3:2])(=[O:3])[O:4][c:5]1[c:6]([CH3:14])[c:7]([C:8](=[O:9])[OH:10])[cH:11][cH:12][cH:13]1.[CH3:19][N:20]([CH3:21])[CH:22]=[O:23].[CH3:24][O:25][C:26]([CH3:27])([CH3:28])[CH3:29].[S:15]([Cl:16])([Cl:17])=[O:18]>>[C:1]([CH3:2])(=[O:3])[O:4][c:5]1[c:6]([CH3:14])[c:7]([C:8](=[O:9])[Cl:17])[cH:11][cH:12][cH:13]1. Reactants: C1CCOC1, CC(C)COC(=O)Cl, NCc1cc(N)ccc1S(=O)(=O)Nc1ccc2c(c1)B(O)OC2. The product is CC(C)COC(=O)NCc1cc(N)ccc1S(=O)(=O)Nc1ccc2c(c1)B(O)OC2. RXN SMILES: [CH2:32]1[O:33][CH2:34][CH2:35][CH2:36]1.[Cl:24][C:25](=[O:26])[O:27][CH2:28][CH:29]([CH3:30])[CH3:31].[NH2:1][c:2]1[cH:3][c:4]([CH2:22][NH2:23])[c:5]([S:8](=[O:9])(=[O:10])[NH:11][c:12]2[cH:13][cH:14][c:15]3[c:16]([cH:21]2)[B:17]([OH:20])[O:18][CH2:19]3)[cH:6][cH:7]1>>[NH2:1][c:2]1[cH:3][c:4]([CH2:22][NH:23][C:25](=[O:26])[O:27][CH2:28][CH:29]([CH3:30])[CH3:31])[c:5]([S:8](=[O:9])(=[O:10])[NH:11][c:12]2[cH:13][cH:14][c:15]3[c:16]([cH:21]2)[B:17]([OH:20])[O:18][CH2:19]3)[cH:6][cH:7]1. Reactants: CCC1C(=O)NC1OC(C)=O, C=CCS, [Na+], [OH-], O. The product is C=CCSC1NC(=O)C1CC. RXN SMILES: [C:7]([O:8][CH:11]1[CH:12]([CH2:16][CH3:17])[C:13](=[O:15])[NH:14]1)(=[O:9])[CH3:10].[CH2:3]([CH:4]=[CH2:5])[SH:6].[Na+:2].[OH-:1].[OH2:18]>>[CH2:3]([CH:4]=[CH2:5])[S:6][CH:11]1[CH:12]([CH2:16][CH3:17])[C:13](=[O:15])[NH:14]1. Starting materials: NC1=C(C=CC2=CC=CC=C12)O (1-aminonaphthalene-2-ol), C(CCCCCCCCCCC)OS(=O)(=O)[O-].[Na+] (sodium dodecylsulfate), C(C)(=O)OC(C)=O (acetic anhydride). Solvent: O (water). The product is NC1=C(C=CC2=CC=CC=C12)S (1-aminonaphthalene-2-thiol). The yield is 73.0%. Reaction SMILES: [NH2:1][C:2]1[C:11]2[C:6](=[CH:7][CH:8]=[CH:9][CH:10]=2)[CH:5]=[CH:4][C:3]=1O.C(O[S:26]([O-])(=O)=O)CCCCCCCCCCC.[Na+].C(OC(=O)C)(=O)C>O>[NH2:1][C:2]1[C:11]2[C:6](=[CH:7][CH:8]=[CH:9][CH:10]=2)[CH:5]=[CH:4][C:3]=1[SH:26] |f:1.2|. Reported procedure: 5 mmol of 1-aminonaphthalene-2-ol was added to 20 mL of water, and 20 mg of sodium dodecylsulfate was added while agitating to obtain a uniform mixture. 7.5 mmol of acetic anhydride was added for 5 minutes. An acetylated product was precipitated in in 5-10 minutes. The precipitation product was filtrated and rinsed with 1 ml of water twice followed by drying under vacuum. A non-precipitated reaction mixture was extracted with 25 ml of ethyl acetate twice. The separated organic layer was dried wi... Reactants: C(C)(C)OC1=CC=C(C(=O)Cl)C=C1 (4-isopropoxy benzoyl chloride), C1(O)=CC=C(O)C=C1 (hydroquinone). Solvent: C(Cl)Cl (CH2Cl2), N1=CC=CC=C1 (pyridine). Conditions: time 1 hour. The product is C(C)(C)OC1=CC=C(C(=O)O)C=C1.C(C)(C)OC1=CC=C(C(=O)O)C=C1.C1(O)=CC=C(O)C=C1 (Hydroquinone di(4-isopropoxy benzoate)). The yield is 217.6%. As a reaction SMILES: [CH:1]([O:4][C:5]1[CH:13]=[CH:12][C:8]([C:9](Cl)=[O:10])=[CH:7][CH:6]=1)([CH3:3])[CH3:2].[C:14]1([CH:21]=[CH:20][C:18]([OH:19])=[CH:17][CH:16]=1)[OH:15]>C(Cl)Cl.N1C=CC=CC=1>[CH:1]([O:4][C:5]1[CH:13]=[CH:12][C:8]([C:9]([OH:15])=[O:10])=[CH:7][CH:6]=1)([CH3:3])[CH3:2].[CH:1]([O:4][C:5]1[CH:13]=[CH:12][C:8]([C:9]([OH:15])=[O:10])=[CH:7][CH:6]=1)([CH3:3])[CH3:2].[C:14]1([CH:21]=[CH:20][C:18]([OH:19])=[CH:17][CH:16]=1)[OH:15] |f:4.5.6|. Procedure details: To a stirred mixture of 4-isopropoxy benzoyl chloride (15 mmol, 2.97 g) and hydroquinone (7.5 mmol, 0,825 g) in CH2Cl2 (50 ml), pyridine (2 ml) was added in 15 minutes. After stirring for 1 hour, the mixture was extracted with water, 10% HCl and water (100 ml each). Then the solvent was evaporated and the remaining solid recrystallized from ethanol/CH2Cl2 (70/30), giving 2.56 g of the product (yield 79%, melting point (mp) 195° C.). Starting materials: Cc1ccc(S(=O)(=O)O)cc1, Cc1ccccc1, NS(=O)(=O)c1ccc(Cl)cc1, O=Cc1cccc(O)c1. Product: O=S(=O)(N=Cc1cccc(O)c1)c1ccc(Cl)cc1. RXN SMILES: [CH3:21][c:22]1[cH:23][cH:24][c:25]([S:26]([OH:27])(=[O:28])=[O:29])[cH:30][cH:31]1.[CH3:32][c:33]1[cH:34][cH:35][cH:36][cH:37][cH:38]1.[Cl:10][c:11]1[cH:12][cH:13][c:14]([S:17](=[O:18])(=[O:19])[NH2:20])[cH:15][cH:16]1.[OH:1][c:2]1[cH:3][c:4]([CH:5]=[O:6])[cH:7][cH:8][cH:9]1>>[OH:1][c:2]1[cH:3][c:4]([CH:5]=[N:20][S:17]([c:14]2[cH:13][cH:12][c:11]([Cl:10])[cH:16][cH:15]2)(=[O:18])=[O:19])[cH:7][cH:8][cH:9]1. Reactants: 1-alkyl-5-acylpyrrole-3-carboxylates, CN1C=C(C=C1C(C1=CC(=CC=C1)Cl)=O)C(=O)OC (methyl 1-methyl-5-(3-chlorobenzoyl)pyrrole-3-carboxylate), CN1C=C(C=C1)C(=O)O (1-methylpyrrole-3-carboxylic acid). Product: CN1C=C(C=C1C(=O)C1CCCCC1)C(=O)OC (Methyl 1-methyl-5-cyclohexylcarbonylpyrrole-3-carboxylate). As a reaction SMILES: [CH3:1][N:2]1[C:6]([C:7](=[O:15])[C:8]2[CH:13]=[CH:12][CH:11]=[C:10](Cl)[CH:9]=2)=[CH:5][C:4]([C:16]([O:18][CH3:19])=[O:17])=[CH:3]1.CN1C=CC(C(O)=O)=C1>>[CH3:1][N:2]1[C:6]([C:7]([CH:8]2[CH2:13][CH2:12][CH2:11][CH2:10][CH2:9]2)=[O:15])=[CH:5][C:4]([C:16]([O:18][CH3:19])=[O:17])=[CH:3]1. Procedure: Belgian Pat. No. 870,910 (published Mar. 29, 1979) discloses preparation of analogous 1-alkyl-5-acylpyrrole-3-carboxylates, specifically exemplifying preparation of methyl 1-methyl-5-(3-chlorobenzoyl)pyrrole-3-carboxylate by Friedel-Crafts acylation of 1-methylpyrrole-3-carboxylic acid followed by esterification and separation from the 4-acyl isomer.